Dataset: the Open Reaction Database (ORD), a public repository of structured organic reaction records. Task: describe an organic reaction: reactants, conditions, products, and yield Starting materials: CC(O)c1c(Cl)nc(-c2ccccc2)n1Cc1ccc(Br)cc1, CC(=O)O, [Na+], O=C([O-])O, O. Product: CC(=O)c1c(Cl)nc(-c2ccccc2)n1Cc1ccc(Br)cc1. RXN SMILES: [Br:1][c:2]1[cH:3][cH:4][c:5]([CH2:6][n:7]2[c:8](-[c:16]3[cH:17][cH:18][cH:19][cH:20][cH:21]3)[n:9][c:10]([Cl:15])[c:11]2[CH:12]([CH3:13])[OH:14])[cH:22][cH:23]1.[CH3:29][C:30](=[O:31])[OH:32].[Na+:28].[O-:24][C:25]([OH:26])=[O:27].[OH2:33]>>[Br:1][c:2]1[cH:3][cH:4][c:5]([CH2:6][n:7]2[c:8](-[c:16]3[cH:17][cH:18][cH:19][cH:20][cH:21]3)[n:9][c:10]([Cl:15])[c:11]2[C:12]([CH3:13])=[O:14])[cH:22][cH:23]1.